This data is from the Open Reaction Database (ORD), a public repository of structured organic reaction records. The task is: describe an organic reaction: reactants, conditions, products, and yield Starting materials: Cc1cc(-c2ccc(C(F)(F)F)cc2)sc1C(C)O, O=[Mn]=O. Yields the product CC(=O)c1sc(-c2ccc(C(F)(F)F)cc2)cc1C. Reaction SMILES: [CH3:1][c:2]1[c:3]([CH:17]([CH3:18])[OH:19])[s:4][c:5](-[c:7]2[cH:8][cH:9][c:10]([C:13]([F:14])([F:15])[F:16])[cH:11][cH:12]2)[cH:6]1.[O:20]=[Mn:21]=[O:22]>>[CH3:1][c:2]1[c:3]([C:17]([CH3:18])=[O:19])[s:4][c:5](-[c:7]2[cH:8][cH:9][c:10]([C:13]([F:14])([F:15])[F:16])[cH:11][cH:12]2)[cH:6]1. Starting materials: FC(C)(F)C1=NC2=C(N1CC1CCOCC1)C=CC(=C2)N(C(C)=O)C (N-[2-(1,1-Difluoroethyl)-1-(tetrahydro-2H-pyran-4-ylmethyl)-1H-benzimidazol-5-yl]-N-methylacetamide), [OH-].[Na+] (NaOH). Solvent: Cl (HCl). Reaction conditions: temperature 0 celsius. Product: FC(C)(F)C1=NC2=C(N1CC1CCOCC1)C=CC(=C2)NC (2-(1,1-difluoroethyl)-N-methyl-1-(tetrahydro-2H-pyran-4-ylmethyl)-1H-benzimidazol-5-amine). As a reaction SMILES: [F:1][C:2]([C:5]1[N:9]([CH2:10][CH:11]2[CH2:16][CH2:15][O:14][CH2:13][CH2:12]2)[C:8]2[CH:17]=[CH:18][C:19]([N:21](C)[C:22](=O)C)=[CH:20][C:7]=2[N:6]=1)([F:4])[CH3:3].[OH-].[Na+]>Cl>[F:4][C:2]([C:5]1[N:9]([CH2:10][CH:11]2[CH2:12][CH2:13][O:14][CH2:15][CH2:16]2)[C:8]2[CH:17]=[CH:18][C:19]([NH:21][CH3:22])=[CH:20][C:7]=2[N:6]=1)([F:1])[CH3:3] |f:1.2|. Procedure: N-[2-(1,1-Difluoroethyl)-1-(tetrahydro-2H-pyran-4-ylmethyl)-1H-benzimidazol-5-yl]-N-methylacetamide (0.48 g, 1.37 mmol) was heated to 80° C. overnight in concentrated HCl (80 mL). The reaction mixture was cool to 0° C. and brought to slightly basic pH using NaOH solution. The compound was extracted with EtOAc (3×) and the combined organic layers were washed with brine, dried over anhydrous Na2SO4 and filtered. The solvent was concentrated giving the title compound that was used for the next step... The reactants are CC#N, O=C1CCC(=O)N1Cl, OCc1cc(C(F)(F)F)n[nH]1. As a reaction SMILES: [CH3:20][C:21]#[N:22].[Cl:12][N:13]1[C:14](=[O:15])[CH2:16][CH2:17][C:18]1=[O:19].[F:1][C:2]([c:3]1[cH:4][c:5]([CH2:8][OH:9])[nH:6][n:7]1)([F:10])[F:11]>>[F:1][C:2]([c:3]1[c:4]([Cl:12])[c:5]([CH2:8][OH:9])[nH:6][n:7]1)([F:10])[F:11]. Product: OCc1[nH]nc(C(F)(F)F)c1Cl. Reactants: OC1CSCC2=CC(=CC=C12)C#N (4-hydroxy-isothiochroman-7-carbonitrile), N1C=NC(=C1)C(=O)OC (methyl 4-imidazolecarboxylate), C1(=CC=CC=C1)P(C1=CC=CC=C1)C1=CC=CC=C1 (triphenylphosphine), N(=NC(=O)OC(C)C)C(=O)OC(C)C (diisopropyl azodicarboxylate). The solvent is C1CCOC1 (THF). Reaction conditions: temperature 0 celsius. Yields the product COC(=O)C=1N(C=NC1)C1CSCC2=CC(=CC=C12)C#N (3-(7-cyano-isothiochroman-4-yl)-3H-imidazole-4-carboxylic acid methyl ester). Reaction SMILES: O[CH:2]1[C:11]2[C:6](=[CH:7][C:8]([C:12]#[N:13])=[CH:9][CH:10]=2)[CH2:5][S:4][CH2:3]1.[NH:14]1[CH:18]=[C:17]([C:19]([O:21][CH3:22])=[O:20])[N:16]=[CH:15]1.C1(P(C2C=CC=CC=2)C2C=CC=CC=2)C=CC=CC=1.N(C(OC(C)C)=O)=NC(OC(C)C)=O>C1COCC1>[CH3:22][O:21][C:19]([C:17]1[N:16]([CH:2]2[C:11]3[C:6](=[CH:7][C:8]([C:12]#[N:13])=[CH:9][CH:10]=3)[CH2:5][S:4][CH2:3]2)[CH:15]=[N:14][CH:18]=1)=[O:20]. Procedure: To a solution of 4-hydroxy-isothiochroman-7-carbonitrile (630 mg, 3.3 mmol) in THF (20 mL) is added methyl 4-imidazolecarboxylate (CAS#17325-26-7, 460 mg, 3.6 mmol), and triphenylphosphine (909 mg, 3.4 mmol). The reaction is cooled to 0° C. and diisopropyl azodicarboxylate (0.66 mL, 3.4 mmol) is added. The reaction is permitted to warm to room temperature and stirred until LC-MS analysis indicates complete consumption of 4-hydroxy-isothiochroman-7-carbonitrile. The reaction mixture is diluted wi... Reactants: CCOC1CN(C(C)=O)CC1Nc1nc(CC)c(-c2ccc(Cl)cc2Cl)nc1CC, COC(=O)Cl. The product is CCOC1CN(C(=O)OC)CC1Nc1nc(CC)c(-c2ccc(Cl)cc2Cl)nc1CC. As a reaction SMILES: [C:1](=[O:2])([CH3:3])[N:4]1[CH2:5][CH:6]([NH:12][c:13]2[n:14][c:15]([CH2:29][CH3:30])[c:16](-[c:21]3[c:22]([Cl:28])[cH:23][c:24]([Cl:27])[cH:25][cH:26]3)[n:17][c:18]2[CH2:19][CH3:20])[CH:7]([O:9][CH2:10][CH3:11])[CH2:8]1.[Cl:31][C:32](=[O:33])[O:34][CH3:35]>>[N:4]1([C:32](=[O:33])[O:34][CH3:35])[CH2:5][CH:6]([NH:12][c:13]2[n:14][c:15]([CH2:29][CH3:30])[c:16](-[c:21]3[c:22]([Cl:28])[cH:23][c:24]([Cl:27])[cH:25][cH:26]3)[n:17][c:18]2[CH2:19][CH3:20])[CH:7]([O:9][CH2:10][CH3:11])[CH2:8]1.